This data is from the Open Reaction Database (ORD), a public repository of structured organic reaction records. The task is: describe an organic reaction: reactants, conditions, products, and yield Reactants: CN=C=S, Nc1ccc(F)cc1, Cc1ccccc1C. Reaction SMILES: [CH3:9][N:10]=[C:11]=[S:12].[F:1][c:2]1[cH:3][cH:4][c:5]([NH2:6])[cH:7][cH:8]1.[c:13]1([CH3:14])[c:15]([CH3:16])[cH:17][cH:18][cH:19][cH:20]1>>[F:1][c:2]1[cH:3][cH:4][c:5]([NH:6][C:11]([NH:10][CH3:9])=[S:12])[cH:7][cH:8]1. The product is CNC(=S)Nc1ccc(F)cc1.